This data is from the Open Reaction Database (ORD), a public repository of structured organic reaction records. The task is: describe an organic reaction: reactants, conditions, products, and yield Reactants: CC(=O)OCC1OC(n2ccc3c(Cl)cccc32)C(OC(C)=O)C(OC(C)=O)C1OC(C)=O, O=C(Cl)c1ccc(F)cc1. The product is CC(=O)OCC1OC(n2cc(C(=O)c3ccc(F)cc3)c3c(Cl)cccc32)C(OC(C)=O)C(OC(C)=O)C1OC(C)=O. As a reaction SMILES: [Cl:1][c:2]1[c:3]2[cH:4][cH:5][n:6]([CH:11]3[CH:12]([O:13][C:14]([CH3:15])=[O:16])[CH:17]([O:18][C:19]([CH3:20])=[O:21])[CH:22]([O:23][C:24]([CH3:25])=[O:26])[CH:27]([CH2:29][O:30][C:31]([CH3:32])=[O:33])[O:28]3)[c:7]2[cH:8][cH:9][cH:10]1.[F:34][c:35]1[cH:36][cH:37][c:38]([C:39](=[O:40])[Cl:41])[cH:42][cH:43]1>>[Cl:1][c:2]1[c:3]2[c:4]([C:39]([c:38]3[cH:37][cH:36][c:35]([F:34])[cH:43][cH:42]3)=[O:40])[cH:5][n:6]([CH:11]3[CH:12]([O:13][C:14]([CH3:15])=[O:16])[CH:17]([O:18][C:19]([CH3:20])=[O:21])[CH:22]([O:23][C:24]([CH3:25])=[O:26])[CH:27]([CH2:29][O:30][C:31]([CH3:32])=[O:33])[O:28]3)[c:7]2[cH:8][cH:9][cH:10]1. The reactants are OC[C@H]1N(CCC1)C(=O)C1=CC=C(C=C1)C1=CC=C(C=C1)C(F)(F)F ((2-(S)-hydroxymethyl-pyrrolidin-1-yl)-(4′-trifluoromethyl-biphenyl-4-yl)-methanone), C(C)[C@H]1NCCC1 (2-(R)-ethyl-pyrrolidine). Yields the product C(C)[C@H]1N(CCC1)C[C@H]1N(CCC1)C(=O)C1=CC=C(C=C1)C1=CC=C(C=C1)C(F)(F)F ([2-(S)-(2-(R)-Ethyl-pyrrolidin-1-ylmethyl)-pyrrolidin-1-yl]-(4′-trifluoromethyl-biphenyl-4-yl)-methanone). RXN SMILES: O[CH2:2][C@@H:3]1[CH2:7][CH2:6][CH2:5][N:4]1[C:8]([C:10]1[CH:15]=[CH:14][C:13]([C:16]2[CH:21]=[CH:20][C:19]([C:22]([F:25])([F:24])[F:23])=[CH:18][CH:17]=2)=[CH:12][CH:11]=1)=[O:9].[CH2:26]([C@@H:28]1[CH2:32][CH2:31][CH2:30][NH:29]1)[CH3:27]>>[CH2:26]([C@@H:28]1[CH2:32][CH2:31][CH2:30][N:29]1[CH2:2][C@@H:3]1[CH2:7][CH2:6][CH2:5][N:4]1[C:8]([C:10]1[CH:15]=[CH:14][C:13]([C:16]2[CH:21]=[CH:20][C:19]([C:22]([F:25])([F:24])[F:23])=[CH:18][CH:17]=2)=[CH:12][CH:11]=1)=[O:9])[CH3:27]. Reported procedure: The title compound is prepared in a manner substantially analogous to Procedure RR starting from (2-(S)-hydroxymethyl-pyrrolidin-1-yl)-(4′-trifluoromethyl-biphenyl-4-yl)-methanone and 2-(R)-ethyl-pyrrolidine (CAS 460748-80-5) MS (M+H) 431.3. Starting materials: ClC=1N=C(C2=C(N1)OC(CO2)(C)C)N2CCOCC2 (2-chloro-7,7-dimethyl-4-morpholin-4-yl-6,7-dihydro-[1,4]dioxino[2,3-d]pyrimidine), CC1(OB(OC1(C)C)C1=CC=C(C=C1)NC(C)=O)C (N-[4-(4,4,5,5-tetramethyl-[1,3,2]dioxaborolan-2-yl)-phenyl]-acetamide), C([O-])([O-])=O.[Na+].[Na+] (sodium carbonate). The reagents and catalysts are Cl[Pd]([P](C1=CC=CC=C1)(C2=CC=CC=C2)C3=CC=CC=C3)([P](C4=CC=CC=C4)(C5=CC=CC=C5)C6=CC=CC=C6)Cl (Pd(PPh3)2Cl2). The solvent is C(C)#N (acetonitrile). Conditions: temperature 120 celsius. The product is CC1(COC2=C(N=C(N=C2N2CCOCC2)C2=CC=C(C=C2)NC(C)=O)O1)C (N-[4-(7,7-dimethyl-4-morpholino-6H-[1,4]dioxino[2,3-d]pyrimidin-2-yl)phenyl]acetamide). The yield is 57.8%. RXN SMILES: Cl[C:2]1[N:3]=[C:4]([N:14]2[CH2:19][CH2:18][O:17][CH2:16][CH2:15]2)[C:5]2[O:11][CH2:10][C:9]([CH3:13])([CH3:12])[O:8][C:6]=2[N:7]=1.CC1(C)C(C)(C)OB([C:28]2[CH:33]=[CH:32][C:31]([NH:34][C:35](=[O:37])[CH3:36])=[CH:30][CH:29]=2)O1.C(=O)([O-])[O-].[Na+].[Na+]>C(#N)C.Cl[Pd](Cl)([P](C1C=CC=CC=1)(C1C=CC=CC=1)C1C=CC=CC=1)[P](C1C=CC=CC=1)(C1C=CC=CC=1)C1C=CC=CC=1>[CH3:12][C:9]1([CH3:13])[O:8][C:6]2[N:7]=[C:2]([C:28]3[CH:33]=[CH:32][C:31]([NH:34][C:35](=[O:37])[CH3:36])=[CH:30][CH:29]=3)[N:3]=[C:4]([N:14]3[CH2:19][CH2:18][O:17][CH2:16][CH2:15]3)[C:5]=2[O:11][CH2:10]1 |f:2.3.4,^1:50,69|. Reported procedure: A microwave vial was charged with 2-chloro-7,7-dimethyl-4-morpholin-4-yl-6,7-dihydro-[1,4]dioxino[2,3-d]pyrimidine from Example 104 (50 mg, 0.18 mmol), N-[4-(4,4,5,5-tetramethyl-[1,3,2]dioxaborolan-2-yl)-phenyl]-acetamide (69 mg, 0.26 mmol), Pd(PPh3)2Cl2 (12 mg, 0.02 mmol) and sodium carbonate (0.5 mL, 0.5 mmol, 1M aqueous solution) in acetonitrile (1.5 mL) then was evacuated and back filled with nitrogen before being heated at 120° C. for 30 minutes using microwave irradiation. The reaction mix... The reactants are [OH-].[Na+] (sodium hydroxide), Cl (hydrochloric acid), O (water), CN(C)CC1C(CC2(OCC(CO2)(C)C)CC1)(O)C1=CC(=CC=C1)OC (9-dimethylaminomethyl-8-(3-methoxy-phenyl)-3,3-dimethyl-1,5-dioxa-spiro[5.5]undecan-8-ol). Product: Cl.CN(C)CC1C(=CC(CC1)=O)C1=CC(=CC=C1)OC (4-dimethylaminomethyl-3-(3-methoxy-phenyl)-cyclohex-2-enone hydrochloride). The solvent is O1CCCC1 (tetrahydrofuran), C(C)(=O)OCC (ethyl acetate). Isolated yield 78.9%. Reaction SMILES: [CH3:1][N:2]([CH2:4][CH:5]1[CH2:17][CH2:16][C:8]2(OCC(C)(C)C[O:9]2)[CH2:7][C:6]1([C:19]1[CH:24]=[CH:23][CH:22]=[C:21]([O:25][CH3:26])[CH:20]=1)O)[CH3:3].[ClH:27].O.[OH-].[Na+]>O1CCCC1.C(OCC)(=O)C>[ClH:27].[CH3:3][N:2]([CH2:4][CH:5]1[CH2:17][CH2:16][C:8](=[O:9])[CH:7]=[C:6]1[C:19]1[CH:24]=[CH:23][CH:22]=[C:21]([O:25][CH3:26])[CH:20]=1)[CH3:1] |f:3.4,7.8|. Conditions: temperature 5 celsius, time 72 hour. Procedure details: 182 g 9-dimethylaminomethyl-8-(3-methoxy-phenyl)-3,3-dimethyl-1,5-dioxa-spiro[5.5]undecan-8-ol were dissolved in 1,200 ml tetrahydrofuran and the reaction mixture was cooled to 5° C. A mixture of 600 ml 32% hydrochloric acid solution and 600 ml water was added at this temperature. The mixture was stirred at room temperature for 72 hours. When the reaction had ended 500 ml ethyl acetate were added at 5° C. and the reaction mixture was then brought to pH 12 with 32% sodium hydroxide solution. The ... Reactants: alkali metal carbonates bicarbonates, bromides, OC1[C@H](O)[C@@H](O)[C@H](O[C@H]2[C@H](O)[C@@H](O)[C@@H](O)[C@H](O2)CO)[C@H](O1)CO (lactose), C([C@@H]1[C@H]([C@@H]([C@H]([C@H](O1)O[C@@H]2[C@H](O[C@H]([C@@H]([C@H]2O)O)O)CO)O)O)O)O (maltose). Product: alkali metal lactobionate, C([C@@H]1[C@H]([C@@H]([C@H]([C@@H](O1)O[C@H]([C@@H](CO)O)[C@@H]([C@H](C(=O)O)O)O)O)O)O)O (maltobionate). As a reaction SMILES: [OH:1][CH:2]1[O:21][C@H:20]([CH2:22][OH:23])[C@@H:7]([O:8][C@@H:9]2[O:17][C@H:16]([CH2:18][OH:19])[C@H:14]([OH:15])[C@H:12]([OH:13])[C@H:10]2[OH:11])[C@H:5]([OH:6])[C@H:3]1[OH:4].C(O)[C@H]1[O:30][C@H](O[C@H]2[C@H](O)[C@@H](O)[C@H](O)O[C@@H]2CO)[C@H](O)[C@@H](O)[C@@H]1O>>[CH2:18]([OH:19])[C@H:16]1[O:17][C@@H:9]([O:8][C@@H:7]([C@H:5]([OH:6])[C@@H:3]([OH:4])[C:2]([OH:21])=[O:1])[C@H:20]([OH:30])[CH2:22][OH:23])[C@H:10]([OH:11])[C@@H:12]([OH:13])[C@@H:14]1[OH:15]. Procedure details: An aldobiose such as lactose or maltose, is electrolytically oxidised in the presence of the alkali metal carbonates/bicarbonates and alkali bromides to obtain the solution of alkali metal lactobionate, maltobionate, etc. The resulting solution is concentrated under reduced pressure to a thin syrup from which the salt is precipitated by adding 95% ethyl alcohol or isopropyl alcohol. The crude salt is dissolved in a minimum amount of hot water and then filtered through decolorizing carbon and the... Starting materials: COC1=C(N)C=CC(=C1)OC (2,4-dimethoxyaniline), COC1=CC=C(C(=O)Cl)C=C1 (4-methoxybenzoyl chloride). Yields the product OC1=CC=C(C=C1)C=1OC2=C(N1)C=CC(=C2)O (2-(4-Hydroxyphenyl)-1,3-benzoxazol-6-ol). Reaction SMILES: [CH3:1][O:2][C:3]1[CH:9]=[C:8]([O:10]C)[CH:7]=[CH:6][C:4]=1[NH2:5].C[O:13][C:14]1[CH:22]=[CH:21][C:17](C(Cl)=O)=[CH:16][CH:15]=1>>[OH:13][C:14]1[CH:22]=[CH:21][C:17]([C:1]2[O:2][C:3]3[CH:9]=[C:8]([OH:10])[CH:7]=[CH:6][C:4]=3[N:5]=2)=[CH:16][CH:15]=1. Procedure: The title compound was prepared in substantially the same manner as described in Example 1, from 2,4-dimethoxyaniline, and 4-methoxybenzoyl chloride and was obtained as a white solid, m.p. greater than 300° C.; MS m/e 226 (M−H)+. Reactants: ClC1=C(C=C(C=C1)O)I (4-chloro-3-iodophenol), [Si](C)(C)(C(C)(C)C)Cl (tert-butyldimethylsilyl chloride), CCOC(=O)C (EtOAc), N1C=NC=C1 (imidazole). Run in CC1OCCC1 (2-methyltetrahydrofuran). Reaction conditions: time 3 hour. Product: C(C)(C)(C)[Si](C)(C)OC1=CC(=C(C=C1)Cl)I (tert-Butyl(4-chloro-3-iodophenoxy)dimethylsilane). Yield: 30.0%. Reaction SMILES: [Cl:1][C:2]1[CH:7]=[CH:6][C:5]([OH:8])=[CH:4][C:3]=1[I:9].[Si:10](Cl)([C:13]([CH3:16])([CH3:15])[CH3:14])([CH3:12])[CH3:11].N1C=CN=C1.CCOC(C)=O>CC1CCCO1>[C:13]([Si:10]([O:8][C:5]1[CH:6]=[CH:7][C:2]([Cl:1])=[C:3]([I:9])[CH:4]=1)([CH3:12])[CH3:11])([CH3:16])([CH3:15])[CH3:14]. Reported procedure: To a solution of 4-chloro-3-iodophenol (2 g. 7.86 mmol) in anhydrous 2-methyltetrahydrofuran (10 mL) was added tert-butyldimethylsilyl chloride (1.25 g, 8.28 mmol) followed by imidazole (642 mg, 68.1 mmol) The resulting mixture was stirred at room temperature for 3 hours. EtOAc (10 mL) was added and the mixture washed with aqueous sodium hydroxide solution (2M, 3×10 mL), water (10 mL), and brine (10 mL), dried over Na2SO4 and concentrated in vacuo. The residue was purified by silica gel column c... Reactants: ClC=1C=C2C(=NC1)N(C=C2C2=NC=C(C(=N2)N[C@@H]2CN(CC2)C(=O)OC(C)(C)C)F)S(=O)(=O)C2=CC=C(C=C2)C (tert-butyl (3S)-3-[[2-[5-chloro-1-(p-tolylsulfonyl)pyrrolo[5,4-b]pyridin-3-yl]-5-fluoro-pyrimidin-4-yl]amino]pyrrolidine-1-carboxylate), ClC=1C=C2C(=NC1)N(C=C2C2=NC=C(C(=N2)N[C@@H]2CN(CC2)C(=O)OC(C)(C)C)F)S(=O)(=O)C2=CC=C(C)C=C2 ((S)-tert-butyl 3-(2-(5-chloro-1-tosyl-1H-pyrrolo[2,3-b]pyridin-3-yl)-5-fluoropyrimidin-4-ylamino)pyrrolidine-1-carboxylate), Cl (hydrogen chloride). Solvent: C1CCOC1 (THF). Reaction conditions: temperature 90 celsius. Product: ClC=1C=C2C(=NC1)N(C=C2C2=NC=C(C(=N2)N[C@@H]2CNCC2)F)S(=O)(=O)C2=CC=C(C=C2)C (2-[5-chloro-1-(p-tolylsulfonyl)pyrrolo[2,3-b]pyridin-3-yl]-5-fluoro-N-[(3S)-pyrrolidin-3-yl]pyrimidin-4-amine). Isolated yield 88.0%. RXN SMILES: [Cl:1][C:2]1[CH:3]=[C:4]2[C:10]([C:11]3[N:16]=[C:15]([NH:17][C@H:18]4[CH2:22][CH2:21][N:20](C(OC(C)(C)C)=O)[CH2:19]4)[C:14]([F:30])=[CH:13][N:12]=3)=[CH:9][N:8]([S:31]([C:34]3[CH:39]=[CH:38][C:37]([CH3:40])=[CH:36][CH:35]=3)(=[O:33])=[O:32])[C:5]2=[N:6][CH:7]=1.Cl>C1COCC1>[Cl:1][C:2]1[CH:3]=[C:4]2[C:10]([C:11]3[N:16]=[C:15]([NH:17][C@H:18]4[CH2:22][CH2:21][NH:20][CH2:19]4)[C:14]([F:30])=[CH:13][N:12]=3)=[CH:9][N:8]([S:31]([C:34]3[CH:39]=[CH:38][C:37]([CH3:40])=[CH:36][CH:35]=3)(=[O:33])=[O:32])[C:5]2=[N:6][CH:7]=1. Procedure details: A solution of tert-butyl (3S)-3-[[2-[5-chloro-1-(p-tolylsulfonyl)pyrrolo[5,4-b]pyridin-3-yl]-5-fluoro-pyrimidin-4-yl]amino]pyrrolidine-1-carboxylate, 7b, (1.33 g, 2.27 mmol) in THF (25 mL) was treated with hydrogen chloride (12 mL of 4M solution in dioxane, 48.00 mmol) at room temperature. The reaction was then heated at 90° C. until LCMS showed reaction was complete. The mixture was concentrated to dryness then dried under vacuum to afford 1.04 g (88% yield) of 7c, as a tan solid. Reactants: COc1c(C=Cc2ccc(NS(C)(=O)=O)cc2CO)cc(-n2ccc(=O)[nH]c2=O)cc1C(C)(C)C, C[O-], CO, ClCCl, [Na+], O=S(Cl)Cl. The product is COCc1cc(NS(C)(=O)=O)ccc1C=Cc1cc(-n2ccc(=O)[nH]c2=O)cc(C(C)(C)C)c1OC. As a reaction SMILES: [C:1]([CH3:2])([CH3:3])([CH3:4])[c:5]1[c:6]([O:34][CH3:35])[c:7]([CH:8]=[CH:9][c:10]2[c:11]([CH2:21][OH:22])[cH:12][c:13]([NH:16][S:17](=[O:18])(=[O:19])[CH3:20])[cH:14][cH:15]2)[cH:23][c:24](-[n:26]2[c:27](=[O:33])[nH:28][c:29](=[O:32])[cH:30][cH:31]2)[cH:25]1.[CH3:40][O-:41].[CH3:43][OH:44].[Cl:45][CH2:46][Cl:47].[Na+:42].[S:36]([Cl:37])([Cl:38])=[O:39]>>[C:1]([CH3:2])([CH3:3])([CH3:4])[c:5]1[c:6]([O:34][CH3:35])[c:7]([CH:8]=[CH:9][c:10]2[c:11]([CH2:21][O:22][CH3:40])[cH:12][c:13]([NH:16][S:17](=[O:18])(=[O:19])[CH3:20])[cH:14][cH:15]2)[cH:23][c:24](-[n:26]2[c:27](=[O:33])[nH:28][c:29](=[O:32])[cH:30][cH:31]2)[cH:25]1.